This data is from the Open Reaction Database (ORD), a public repository of structured organic reaction records. The task is: describe an organic reaction: reactants, conditions, products, and yield Reactants: CC#N, [Cs+], [F-], C[Si](C)(C)CCS(=O)(=O)n1ccc2cc(CC(NC(=O)N3CCC(N4Cc5ccccc5NC4=O)CC3)C(=O)N3CCC(N4CCCCC4)CC3)ccc21. Yields the product O=C(NC(Cc1ccc2[nH]ccc2c1)C(=O)N1CCC(N2CCCCC2)CC1)N1CCC(N2Cc3ccccc3NC2=O)CC1. Reaction SMILES: [CH3:57][C:58]#[N:59].[Cs+:56].[F-:55].[N:1]1([CH:7]2[CH2:8][CH2:9][N:10]([C:13]([CH:14]([CH2:15][c:16]3[cH:17][c:18]4[cH:19][cH:20][n:21]([S:25]([CH2:26][CH2:27][Si:28]([CH3:29])([CH3:30])[CH3:31])(=[O:32])=[O:33])[c:22]4[cH:23][cH:24]3)[NH:34][C:35](=[O:36])[N:37]3[CH2:38][CH2:39][CH:40]([N:43]4[C:44](=[O:53])[NH:45][c:46]5[cH:47][cH:48][cH:49][cH:50][c:51]5[CH2:52]4)[CH2:41][CH2:42]3)=[O:54])[CH2:11][CH2:12]2)[CH2:2][CH2:3][CH2:4][CH2:5][CH2:6]1>>[N:1]1([CH:7]2[CH2:8][CH2:9][N:10]([C:13]([CH:14]([CH2:15][c:16]3[cH:17][c:18]4[cH:19][cH:20][nH:21][c:22]4[cH:23][cH:24]3)[NH:34][C:35](=[O:36])[N:37]3[CH2:38][CH2:39][CH:40]([N:43]4[C:44](=[O:53])[NH:45][c:46]5[cH:47][cH:48][cH:49][cH:50][c:51]5[CH2:52]4)[CH2:41][CH2:42]3)=[O:54])[CH2:11][CH2:12]2)[CH2:2][CH2:3][CH2:4][CH2:5][CH2:6]1. Reactants: OP(=O)(O[C@H](C(=O)NCCC(=O)O)CC1=CC=CC=C1)OCC1=CC=CC=C1 (N-[(S)2-[[hydroxy(phenylmethoxy)phosphinyl]oxy]-1-oxo-3-phenylpropyl]β-alanine), [Ca] (calcium). Yields the product C1(=CC=CC=C1)COC(CCNC([C@H](CC1=CC=CC=C1)OP(=O)(OCC1=CC=CC=C1)OCC1=CC=CC=C1)=O)=O (N-[(S)2-[[bis(phenylmethoxy)phosphinyl]oxy]-1-oxo-3-phenylpropyl]β-alanine (phenylmethyl) ester). As a reaction SMILES: [OH:1][P:2]([O:21][CH2:22][C:23]1[CH:28]=[CH:27][CH:26]=[CH:25][CH:24]=1)([O:4][C@@H:5]([CH2:14][C:15]1[CH:20]=[CH:19][CH:18]=[CH:17][CH:16]=1)[C:6]([NH:8][CH2:9][CH2:10][C:11]([OH:13])=[O:12])=[O:7])=[O:3].[Ca]>>[C:15]1([CH2:14][O:12][C:11](=[O:13])[CH2:10][CH2:9][NH:8][C:6](=[O:7])[C@@H:5]([O:4][P:2]([O:1][CH2:22][C:23]2[CH:24]=[CH:25][CH:26]=[CH:27][CH:28]=2)([O:21][CH2:22][C:23]2[CH:24]=[CH:25][CH:26]=[CH:27][CH:28]=2)=[O:3])[CH2:14][C:15]2[CH:16]=[CH:17][CH:18]=[CH:19][CH:20]=2)[CH:20]=[CH:19][CH:18]=[CH:17][CH:16]=1. Procedure: N-[(S)2-[[hydroxy(phenylmethoxy)phosphinyl]oxy]-1-oxo-3-phenylpropyl]β-alanine, calcium salt thereof; Starting materials: intermediate 1, ClCCC1=C(N=C2N(C1=O)C=CC=C2OCC2=CC=CC=C2)C (3-(2-chloroethyl)-2-methyl-9-(phenylmethoxy)-4H-pyrido[1,2-a]pyrimidin-4-one), [H][H] (hydrogen). The reagents and catalysts are [Pd] (palladium-on-charcoal). Solvent: CO (methanol). The product is ClCCC1=C(N=C2N(C1=O)CCCC2O)C (3-(2-chloroethyl)-6,7,8,9-tetrahydro-9-hydroxy-2-methyl-4H-pyrido[1,2-a]pyrimidin-4-one). Yield: 99.0%. RXN SMILES: [Cl:1][CH2:2][CH2:3][C:4]1[C:9](=[O:10])[N:8]2[CH:11]=[CH:12][CH:13]=[C:14]([O:15]CC3C=CC=CC=3)[C:7]2=[N:6][C:5]=1[CH3:23].[H][H]>[Pd].CO>[Cl:1][CH2:2][CH2:3][C:4]1[C:9](=[O:10])[N:8]2[CH2:11][CH2:12][CH2:13][CH:14]([OH:15])[C:7]2=[N:6][C:5]=1[CH3:23]. Procedure details: To a stirred mixture of 84 parts of phosphoryl chloride and 540 parts of methylbenzene were added 20 parts of 3-(phenylmethoxy)-2-pyridinamine. The mixture was stirred at 50° C. and 22 parts of 3-acetyl-4,5-dihydro-2(3H)-furanone were added. The reaction mixture was stirred for 5 hours at 90° C. Another portion of 22 parts of 3-acetyl-4,5-dihydro-2(3H)-furanone was added and stirring was continued for 30 minutes at 90° C. The solution was allowed to stand overnight at 90° C. The whole was poured...